Dataset: the Open Reaction Database (ORD), a public repository of structured organic reaction records. Task: describe an organic reaction: reactants, conditions, products, and yield Starting materials: Cl (hydrochloric acid), C(C)(C)(C)OC(=O)NC1=C(C=C(C=C1)C(C(=O)OCC)CCC(F)F)C(C(=O)N1CC2=CC=CC=C2C1)=O (ethyl 2-[4-(tert-butoxycarbonylamino)-3-(2-isoindolin-2-yl-2-oxoacetyl)phenyl]-5,5-difluoropentanoate), [F-].[Cs+] (caesium fluoride), C[Si](C)(C)N=C=N[Si](C)(C)C (bis(trimethylsilyl)carbodiimide), C([O-])(O)=O (bicarbonate). The solvent is C(C)#N (acetonitrile). Run at time 15 minute. Yields the product NC1=NC2=CC=C(C=C2C(=N1)C(=O)N1CC2=CC=CC=C2C1)C(C(=O)OCC)CCC(F)F (Ethyl 2-[2-amino-4-(isoindoline-2-carbonyl)quinazolin-6-yl]-5,5-difluoropentanoate). Reaction SMILES: C(OC([NH:8][C:9]1[CH:14]=[CH:13][C:12]([CH:15]([CH2:21][CH2:22][CH:23]([F:25])[F:24])[C:16]([O:18][CH2:19][CH3:20])=[O:17])=[CH:11][C:10]=1[C:26](=O)[C:27]([N:29]1[CH2:37][C:36]2[C:31](=[CH:32][CH:33]=[CH:34][CH:35]=2)[CH2:30]1)=[O:28])=O)(C)(C)C.[F-].[Cs+].C[Si]([N:45]=[C:46]=[N:47][Si](C)(C)C)(C)C.Cl.C(=O)(O)[O-]>C(#N)C>[NH2:45][C:46]1[N:47]=[C:26]([C:27]([N:29]2[CH2:30][C:31]3[C:36](=[CH:35][CH:34]=[CH:33][CH:32]=3)[CH2:37]2)=[O:28])[C:10]2[C:9](=[CH:14][CH:13]=[C:12]([CH:15]([CH2:21][CH2:22][CH:23]([F:25])[F:24])[C:16]([O:18][CH2:19][CH3:20])=[O:17])[CH:11]=2)[N:8]=1 |f:1.2|. Reported procedure: 1.7 g of ethyl 2-[4-(tert-butoxycarbonylamino)-3-(2-isoindolin-2-yl-2-oxoacetyl)phenyl]-5,5-difluoropentanoate are dissolved in 50 ml of acetonitrile under argon. 486 mg of caesium fluoride and 869 μl of bis(trimethylsilyl)carbodiimide are added to the solution. The mixture is stirred at room temperature for 15 min, and 6 ml of hydrochloric acid (1N) are then added, and the mixture is neutralised using bicarbonate. The aqueous phase is washed three times with 100 ml of ethyl acetate each time. T... The reactants are CC(C#CC1=CC(=C(S1)C(=O)O)I)(C)C (5-(3,3-dimethyl-but-1-ynyl)-3-iodo-thiophene-2-carboxylic acid), CN(C)C=O (DMF), C(C(=O)Cl)(=O)Cl (oxalyl chloride). Run in ClCCl (dichloromethane). Run at time 90 minute. Yields the product COC(=O)C=1SC(=CC1I)C#CC(C)(C)C (5-(3,3-dimethyl-but-1-ynyl)-3-iodo-thiophene-2-carboxylic acid methyl ester). Isolated yield 80.0%. RXN SMILES: [CH3:1][C:2]([CH3:15])([CH3:14])[C:3]#[C:4][C:5]1[S:9][C:8]([C:10]([OH:12])=[O:11])=[C:7]([I:13])[CH:6]=1.[CH3:16]N(C=O)C.C(Cl)(=O)C(Cl)=O>ClCCl>[CH3:16][O:11][C:10]([C:8]1[S:9][C:5]([C:4]#[C:3][C:2]([CH3:15])([CH3:14])[CH3:1])=[CH:6][C:7]=1[I:13])=[O:12]. Procedure details: To a solution of 5-(3,3-dimethyl-but-1-ynyl)-3-iodo-thiophene-2-carboxylic acid (1.0 g, 3.0 mmol) and DMF (20 μL) in dry dichloromethane (10 mL) was added oxalyl chloride (508 μL, 6.0 mmol) at room temperature. After stirring at room temperature for 90 min, the reaction was concentrated in vacuo to remove volatiles. The residue was dissolved in pyridine (5 mL) and methanol (5 mL) and stirred for 2 h. The volatiles were removed in vacuo and the residue was participated between ether (150 mL) and ...